This data is from the Open Reaction Database (ORD), a public repository of structured organic reaction records. The task is: describe an organic reaction: reactants, conditions, products, and yield Procedure: To a solution of 1 g of 3-(2-fluorophenoxy) pyridine in 40 ml of acetonitrile is added 0.9 g of ethyl bromoacetate and the solution is refluxed 16 hours. The solvent is removed in vacuo to yield 1-(2-ethoxy-2-oxoethyl)-3-(2-fluorophenoxy) pyridinium bromide; mp 133°-135° C. Starting materials: FC1=C(OC=2C=NC=CC2)C=CC=C1 (3-(2-fluorophenoxy) pyridine), BrCC(=O)OCC (ethyl bromoacetate). Run in C(C)#N (acetonitrile). The product is [Br-].C(C)OC(C[N+]1=CC(=CC=C1)OC1=C(C=CC=C1)F)=O (1-(2-ethoxy-2-oxoethyl)-3-(2-fluorophenoxy) pyridinium bromide). Reaction SMILES: [F:1][C:2]1[CH:14]=[CH:13][CH:12]=[CH:11][C:3]=1[O:4][C:5]1[CH:6]=[N:7][CH:8]=[CH:9][CH:10]=1.[Br:15][CH2:16][C:17]([O:19][CH2:20][CH3:21])=[O:18]>C(#N)C>[Br-:15].[CH2:20]([O:19][C:17](=[O:18])[CH2:16][N+:7]1[CH:8]=[CH:9][CH:10]=[C:5]([O:4][C:3]2[CH:11]=[CH:12][CH:13]=[CH:14][C:2]=2[F:1])[CH:6]=1)[CH3:21] |f:3.4|. Reactants: CC(=O)O, CI, O=S(=O)(NC1CCc2cc3ccccc3n2C1)c1ccc(F)cc1, [H-], [Na+], CN(C)C=O. Product: CN(C1CCc2cc3ccccc3n2C1)S(=O)(=O)c1ccc(F)cc1. As a reaction SMILES: [C:29]([OH:30])(=[O:31])[CH3:32].[CH3:27][I:28].[F:1][c:2]1[cH:3][cH:4][c:5]([S:8](=[O:9])(=[O:10])[NH:11][CH:12]2[CH2:13][CH2:14][c:15]3[n:16]([c:17]4[cH:18][cH:19][cH:20][cH:21][c:22]4[cH:23]3)[CH2:24]2)[cH:6][cH:7]1.[H-:26].[Na+:25].[O:33]=[CH:34][N:35]([CH3:36])[CH3:37]>>[F:1][c:2]1[cH:3][cH:4][c:5]([S:8](=[O:9])(=[O:10])[N:11]([CH:12]2[CH2:13][CH2:14][c:15]3[n:16]([c:17]4[cH:18][cH:19][cH:20][cH:21][c:22]4[cH:23]3)[CH2:24]2)[CH3:29])[cH:6][cH:7]1. Reactants: CCN=C=O, CN1CCCC1=O, Cl, Cl, Cc1nc2c(OCc3c(Cl)ccc(N)c3Cl)cccn2c1Br, c1ccncc1. Yields the product CCNC(=O)Nc1ccc(Cl)c(COc2cccn3c(Br)c(C)nc23)c1Cl. Reaction SMILES: [CH2:31]([CH3:32])[N:33]=[C:34]=[O:35].[CH3:36][N:37]1[CH2:38][CH2:39][CH2:40][C:41]1=[O:42].[ClH:1].[ClH:2].[NH2:3][c:4]1[c:5]([Cl:24])[c:6]([CH2:7][O:8][c:9]2[c:10]3[n:11]([cH:12][cH:13][cH:14]2)[c:15]([Br:19])[c:16]([CH3:18])[n:17]3)[c:20]([Cl:23])[cH:21][cH:22]1.[cH:25]1[cH:26][cH:27][n:28][cH:29][cH:30]1>>[NH:3]([c:4]1[c:5]([Cl:24])[c:6]([CH2:7][O:8][c:9]2[c:10]3[n:11]([cH:12][cH:13][cH:14]2)[c:15]([Br:19])[c:16]([CH3:18])[n:17]3)[c:20]([Cl:23])[cH:21][cH:22]1)[C:34]([NH:33][CH2:31][CH3:32])=[O:35]. Reactants: [Br-], CCOCC, Fc1ccc([Mg+])cc1, O=C(CCl)c1ccc(-c2ccccc2)cc1. Yields the product Fc1ccc(Br)cc1, [Mg]. RXN SMILES: [Br-:17].[CH3:26][CH2:27][O:28][CH2:29][CH3:30].[F:18][c:19]1[cH:20][cH:21][c:22]([Mg+:25])[cH:23][cH:24]1.[c:1]1(-[c:2]2[cH:3][cH:4][c:5]([C:6](=[O:7])[CH2:8][Cl:9])[cH:10][cH:11]2)[cH:12][cH:13][cH:14][cH:15][cH:16]1>>[Br:17][c:22]1[cH:21][cH:20][c:19]([F:18])[cH:24][cH:23]1.[Mg:25]. The reactants are C(C)(C)(C)C1=CC(=C(C=C1Cl)C=1N([C@@H]([C@@H](N1)C1=CC=C(C=C1)Cl)C1=CC=C(C=C1)Cl)C(=O)Cl)OCC ((4S,5R)-2-(4-tert-butyl-5-chloro-2-ethoxy-phenyl)-4,5-bis-(4-chloro-phenyl)-4,5-dihydro-imidazole-1-carbonyl chloride), Cl.N1(CCNCC1)CCNC(C)=O (N-(2-piperazin-1-yl-ethyl)-acetamide hydrochloride). Yields the product Cl.C(C)(C)(C)C1=CC(=C(C=C1Cl)C=1N([C@@H]([C@@H](N1)C1=CC=C(C=C1)Cl)C1=CC=C(C=C1)Cl)C(=O)N1CCN(CC1)CCNC(C)=O)OCC (N-(2-{4-[(4S,5R)-2-(4-tert-Butyl-5-chloro-2-ethoxy-phenyl)-4,5-bis-(4-chloro-phenyl)-4,5-dihydro-imidazole-1-carbonyl]-piperazin-1-yl}-ethyl)-acetamide hydrochloride). Reaction SMILES: [C:1]([C:5]1[C:10]([Cl:11])=[CH:9][C:8]([C:12]2[N:13]([C:31](Cl)=[O:32])[C@H:14]([C:24]3[CH:29]=[CH:28][C:27]([Cl:30])=[CH:26][CH:25]=3)[C@H:15]([C:17]3[CH:22]=[CH:21][C:20]([Cl:23])=[CH:19][CH:18]=3)[N:16]=2)=[C:7]([O:34][CH2:35][CH3:36])[CH:6]=1)([CH3:4])([CH3:3])[CH3:2].Cl.[N:38]1([CH2:44][CH2:45][NH:46][C:47](=[O:49])[CH3:48])[CH2:43][CH2:42][NH:41][CH2:40][CH2:39]1>>[ClH:11].[C:1]([C:5]1[C:10]([Cl:11])=[CH:9][C:8]([C:12]2[N:13]([C:31]([N:41]3[CH2:40][CH2:39][N:38]([CH2:44][CH2:45][NH:46][C:47](=[O:49])[CH3:48])[CH2:43][CH2:42]3)=[O:32])[C@H:14]([C:24]3[CH:25]=[CH:26][C:27]([Cl:30])=[CH:28][CH:29]=3)[C@H:15]([C:17]3[CH:18]=[CH:19][C:20]([Cl:23])=[CH:21][CH:22]=3)[N:16]=2)=[C:7]([O:34][CH2:35][CH3:36])[CH:6]=1)([CH3:2])([CH3:4])[CH3:3] |f:1.2,3.4|. Procedure: N-(2-{4-[(4S,5R)-2-(4-tert-Butyl-5-chloro-2-ethoxy-phenyl)-4,5-bis-(4-chloro-phenyl)-4,5-dihydro-imidazole-1-carbonyl]-piperazin-1-yl}-ethyl)-acetamide hydrochloride was prepared from (4S,5R)-2-(4-tert-butyl-5-chloro-2-ethoxy-phenyl)-4,5-bis-(4-chloro-phenyl)-4,5-dihydro-imidazole-1-carbonyl chloride (example 12h) and N-(2-piperazin-1-yl-ethyl)-acetamide hydrochloride (example 23) in an analogous manner as described in example 25. LR-MS: 700.4 [(M+H)+] The reactants are CCCC1OC1CO, C1CCOC1, ClCCl, Oc1cc(Cl)cc(Cl)c1, [Na+], [OH-], O. Yields the product CCCC(Oc1cc(Cl)cc(Cl)c1)C(O)CO. RXN SMILES: [CH2:12]([CH2:13][CH3:14])[CH:15]1[CH:16]([CH2:18][OH:19])[O:17]1.[CH2:21]1[O:22][CH2:23][CH2:24][CH2:25]1.[Cl:26][CH2:27][Cl:28].[Cl:3][c:4]1[cH:5][c:6]([OH:11])[cH:7][c:8]([Cl:10])[cH:9]1.[Na+:2].[OH-:1].[OH2:20]>>[Cl:3][c:4]1[cH:5][c:6]([O:11][CH:15]([CH2:12][CH2:13][CH3:14])[CH:16]([OH:17])[CH2:18][OH:19])[cH:7][c:8]([Cl:10])[cH:9]1. Reactants: ice water, [Al+3].[Cl-].[Cl-].[Cl-] (AlCl3), C(=O)(OC)CCC(=O)Cl (3-carbomethoxypropionyl chloride), ClC1=CC=C(C=C1)C1=CC=CO1 (5-(4-chlorophenyl)furan), Cl (HCl). Run in ClCCCl (1,2-dichloroethane), ClCCCl (1,2-dichloroethane). Conditions: time 1 hour. Yields the product ClC1=CC=C(C=C1)C1=CC=C(O1)C(CCC(=O)OC)=O (Methyl 4-[5-(4-Chlorophenyl)-2-furanyl]-4-oxobutanoate). RXN SMILES: [Al+3].[Cl-].[Cl-].[Cl-].[C:5]([CH2:9][CH2:10][C:11](Cl)=[O:12])([O:7][CH3:8])=[O:6].[Cl:14][C:15]1[CH:20]=[CH:19][C:18]([C:21]2[O:25][CH:24]=[CH:23][CH:22]=2)=[CH:17][CH:16]=1.Cl>ClCCCl>[Cl:14][C:15]1[CH:20]=[CH:19][C:18]([C:21]2[O:25][C:24]([C:11](=[O:12])[CH2:10][CH2:9][C:5]([O:7][CH3:8])=[O:6])=[CH:23][CH:22]=2)=[CH:17][CH:16]=1 |f:0.1.2.3|. Procedure details: To a stirring mixture of 62 g (0.50 mole) of AlCl3 in 375 ml of 1,2-dichloroethane was added portionwise 75 g (0.5 mole) of 3-carbomethoxypropionyl chloride while keeping the temperature below 25° by means of an ice bath. The reaction mixture was cooled to 15° and a solution of 89 g (0.5 mole) of 5-(4-chlorophenyl)furan in 250 ml of 1,2-dichloroethane was added dropwise with HCl gas being evolved and the temperature rising to 30°. The reaction mixture was stirred at ambient temperature for 1 hou...